This data is from the Open Reaction Database (ORD), a public repository of structured organic reaction records. The task is: describe an organic reaction: reactants, conditions, products, and yield Starting materials: [N+](=O)([O-])C1=C(C=CC(=C1)[N+](=O)[O-])F (2,4-dinitrofluorobenzene), C(C)O (ethanol), C(C)(=O)O (acetic acid), [H][H] (hydrogen). Reagents/catalysts: [Pd] (palladium on carbon), [Fe] (iron). Solvent: O (water). Product: FC1=C(N)C=C(C=C1)[N+](=O)[O-] (2-fluoro-5-nitroaniline). The yield is 85.6%. As a reaction SMILES: [N+:1]([C:4]1[CH:9]=[C:8]([N+:10]([O-:12])=[O:11])[CH:7]=[CH:6][C:5]=1[F:13])([O-])=O.C(O)C.C(O)(=O)C.[H][H]>[Pd].[Fe].O>[F:13][C:5]1[CH:6]=[CH:7][C:8]([N+:10]([O-:12])=[O:11])=[CH:9][C:4]=1[NH2:1]. Procedure: To a 500 ml Parr hydrogenation reactor were charged 8.1 g (0.0438 mole) of 2,4-dinitrofluorobenzene, 0.5 g of 5% palladium on carbon catalyst, 1.0 g (0.018 mole) of powdered iron, 150 ml of ethanol, 50 ml of glacial acetic acid, and 5 ml of water. The reaction was stopped after 152 psi of hydrogen had been absorbed. The reaction mixture was filtered, and the filtrate was evaporated under reduced pressure leaving a red solid. This solid was passed through a pad of silica gel, eluting with methyle... Starting materials: COc1ccccc1Oc1c(Cl)nc(Cl)nc1NS(=O)(=O)c1ccc(C(C)(C)C)cc1, CN1CCNCC1. Product: COc1ccccc1Oc1c(Cl)nc(N2CCN(C)CC2)nc1NS(=O)(=O)c1ccc(C(C)(C)C)cc1. RXN SMILES: [C:1]([CH3:2])([CH3:3])([CH3:4])[c:5]1[cH:6][cH:7][c:8]([S:11](=[O:12])(=[O:13])[NH:14][c:15]2[n:16][c:17]([Cl:31])[n:18][c:19]([Cl:30])[c:20]2[O:21][c:22]2[c:23]([O:28][CH3:29])[cH:24][cH:25][cH:26][cH:27]2)[cH:9][cH:10]1.[CH3:32][N:33]1[CH2:34][CH2:35][NH:36][CH2:37][CH2:38]1>>[C:1]([CH3:2])([CH3:3])([CH3:4])[c:5]1[cH:6][cH:7][c:8]([S:11](=[O:12])(=[O:13])[NH:14][c:15]2[n:16][c:17]([N:36]3[CH2:35][CH2:34][N:33]([CH3:32])[CH2:38][CH2:37]3)[n:18][c:19]([Cl:30])[c:20]2[O:21][c:22]2[c:23]([O:28][CH3:29])[cH:24][cH:25][cH:26][cH:27]2)[cH:9][cH:10]1.